Task: describe an organic reaction: reactants, conditions, products, and yield. Dataset: the Open Reaction Database (ORD), a public repository of structured organic reaction records Reactants: C(C)(=O)O[BH-](OC(C)=O)OC(C)=O.[Na+] (Sodium triacetoxyborohydride), C(C)(=O)O (acetic acid), CC1C(CC2(CC2)CC1)=O (Racemic 6-methyl-spiro[2.5]octan-5-one), C(C1=CC=CC=C1)N (benzylamine). Solvent: O (H2O), C1=CC=CC=C1 (benzene), C(Cl)Cl (DCM). Run at time 20 minute. Product: C(C1=CC=CC=C1)N[C@@H]1CC2(CC2)CC[C@@H]1C (racemic cis benzyl-(6-methyl-spiro[2.5]oct-5-yl)-amine). Isolated yield 60.3%. As a reaction SMILES: [CH3:1][CH:2]1[CH2:9][CH2:8][C:5]2([CH2:7][CH2:6]2)[CH2:4][C:3]1=O.[CH2:11]([NH2:18])[C:12]1[CH:17]=[CH:16][CH:15]=[CH:14][CH:13]=1.C(O[BH-](OC(=O)C)OC(=O)C)(=O)C.[Na+].C(O)(=O)C>C1C=CC=CC=1.C(Cl)Cl.O>[CH2:11]([NH:18][C@H:3]1[C@@H:2]([CH3:1])[CH2:9][CH2:8][C:5]2([CH2:7][CH2:6]2)[CH2:4]1)[C:12]1[CH:17]=[CH:16][CH:15]=[CH:14][CH:13]=1 |f:2.3|. Reported procedure: Racemic 6-methyl-spiro[2.5]octan-5-one (0.92 g, 6.656 mmol) and benzylamine (0.76 mL, 6.989 mmol) were dissolved in benzene (6 mL) and stirred at reflux with continuous removal of H2O for 3 hours. The reaction mixture was allowed to cool to RT and was diluted with DCM (30 mL). The yellow solution was cooled to 0° C. Sodium triacetoxyborohydride (95%, 1.78 g, 7.988 mmol) and acetic acid (0.5 mL, 8.65 mmol) were added. After about 20 minutes, the ice bath was removed and the suspension stirred at ...